Dataset: the Open Reaction Database (ORD), a public repository of structured organic reaction records. Task: describe an organic reaction: reactants, conditions, products, and yield Run in CO (methanol). Yields the product Cl.C1=NC=CC=2C(=CC=CC12)S(=O)(=O)N1CC(CCC1)N (1-(5-isoquinolinesulfonyl)-3-aminopiperidine hydrochloride). Reported procedure: In 20 ml of methanol was dissolved 1.0 g of 1-(5-isoquinolinesulfonyl)-3-aminopiperidine. To the solution was added 1N hydrochloric acid so that the pH of the solution became 6.0. Then, the solvent was removed under reduced pressure to obtain a residue. The residue thus obtained was subjected to recrystallization using methanol to obtain 0.81 g of 1-(5-isoquinolinesulfonyl)-3-aminopiperidine hydrochloride. Reactants: C1=NC=CC=2C(=CC=CC12)S(=O)(=O)N1CC(CCC1)N (1-(5-isoquinolinesulfonyl)-3-aminopiperidine), Cl (hydrochloric acid). Reaction SMILES: [CH:1]1[C:10]2[CH:9]=[CH:8][CH:7]=[C:6]([S:11]([N:14]3[CH2:19][CH2:18][CH2:17][CH:16]([NH2:20])[CH2:15]3)(=[O:13])=[O:12])[C:5]=2[CH:4]=[CH:3][N:2]=1.[ClH:21]>CO>[ClH:21].[CH:1]1[C:10]2[CH:9]=[CH:8][CH:7]=[C:6]([S:11]([N:14]3[CH2:19][CH2:18][CH2:17][CH:16]([NH2:20])[CH2:15]3)(=[O:12])=[O:13])[C:5]=2[CH:4]=[CH:3][N:2]=1 |f:3.4|. Starting materials: C(C1=CC(OC)=C(O)C=C1)(=O)O (vanillic acid), [Cl-].[Na+] (sodium chloride), C([O-])([O-])=O.[K+].[K+] (potassium carbonate), C(C1=CC=CC=C1)Br (benzyl bromide). Solvent: CN(C=O)C (dimethylformamide), O (water). Reaction conditions: time 8 hour. The product is C(C1=CC=CC=C1)OC(C1=CC(=C(C=C1)OCC1=CC=CC=C1)OC)=O (4-benzyloxy-3-methoxybenzoic acid benzyl ester). Isolated yield 96.0%. Reaction SMILES: [C:1]([OH:12])(=[O:11])[C:2]1[CH:10]=[CH:9][C:7]([OH:8])=[C:4]([O:5][CH3:6])[CH:3]=1.C(=O)([O-])[O-].[K+].[K+].[CH2:19](Br)[C:20]1[CH:25]=[CH:24][CH:23]=[CH:22][CH:21]=1.[Cl-].[Na+]>CN(C)C=O.O>[CH2:19]([O:11][C:1](=[O:12])[C:2]1[CH:10]=[CH:9][C:7]([O:8][CH2:1][C:2]2[CH:10]=[CH:9][CH:7]=[CH:4][CH:3]=2)=[C:4]([O:5][CH3:6])[CH:3]=1)[C:20]1[CH:25]=[CH:24][CH:23]=[CH:22][CH:21]=1 |f:1.2.3,5.6|. Procedure details: To a solution of 52.6 g (313 mmol) of commercially available vanillic acid in 250 ml of dimethylformamide was slowly added 129.8 g (939 mmol) of potassium carbonate under ice-cooling, and 78.2 ml (657 mmol) of benzyl bromide was slowly added thereto, followed by overnight stirring in an atmosphere of argon at room temperature. The reaction mixture was poured into water, and sodium chloride was added thereto. The precipitated crystals were collected by filtration, washed with water, and dried to ... Reactants: CC(C)(C)OC(=O)c1c(N)sc2c1CC(CN)OC2, COc1ccc(S(=O)(=O)Cl)cc1, ClCCl, c1ccncc1. Yields the product COc1ccc(S(=O)(=O)NCC2Cc3c(sc(N)c3C(=O)OC(C)(C)C)CO2)cc1. RXN SMILES: [C:1]([CH3:2])([CH3:3])([CH3:4])[O:5][C:6](=[O:7])[c:8]1[c:9]([NH2:19])[s:10][c:11]2[c:16]1[CH2:15][CH:14]([CH2:17][NH2:18])[O:13][CH2:12]2.[CH3:26][O:27][c:28]1[cH:29][cH:30][c:31]([S:34](=[O:35])(=[O:36])[Cl:37])[cH:32][cH:33]1.[Cl:38][CH2:39][Cl:40].[cH:20]1[cH:21][cH:22][n:23][cH:24][cH:25]1>>[C:1]([CH3:2])([CH3:3])([CH3:4])[O:5][C:6](=[O:7])[c:8]1[c:9]([NH2:19])[s:10][c:11]2[c:16]1[CH2:15][CH:14]([CH2:17][NH:18][S:34]([c:31]1[cH:30][cH:29][c:28]([O:27][CH3:26])[cH:33][cH:32]1)(=[O:35])=[O:36])[O:13][CH2:12]2. Starting materials: ClC1=CC=C(C=C1)C(=O)CC1=CC=C(C=C1)Cl (4,4'-Dichlorodeoxybenzoin), ClC1=CC=C(C=C1)CC(=O)O (4-chlorophenylacetic acid). Run in S(=O)(Cl)Cl (thionyl chloride). The product is ClC1=CC=C(C=C1)CC(=O)Cl (4-chlorophenylacetyl chloride). As a reaction SMILES: ClC1C=CC([C:8]([CH2:10][C:11]2[CH:16]=[CH:15][C:14]([Cl:17])=[CH:13][CH:12]=2)=[O:9])=CC=1.[Cl:18]C1C=CC(CC(O)=O)=CC=1>S(Cl)(Cl)=O>[Cl:17][C:14]1[CH:15]=[CH:16][C:11]([CH2:10][C:8]([Cl:18])=[O:9])=[CH:12][CH:13]=1. Reported procedure: 4,4'-Dichlorodeoxybenzoin can be prepared by heating 4-chlorophenylacetic acid (85g) in thionyl chloride (59.5g) under reflux for 2.5 hours to yield 4-chlorophenylacetyl chloride (45.5g) which is subsequently dissolved in chlorobenzene (30g) and added dropwise with cooling to a stirred aluminium chloride (73g). The resultant mixture is cooled and stirred for a further 0.5 hours and then heated at 100° for one hour. The mixture was again cooled and poured into a mixture of conc. hyrochloric acid ... Reactants: CN1C(N(C(C=2C1=C1C(CCCN1C2C=2C=C(C#N)C=CC2)=O)=O)C)=O (3-(1,3-dimethyl-2,4,10-trioxo-1,2,3,4,7,8,9,10-octahydropyrimido[4,5-a]indolizin-5-yl)benzonitrile), BrC1=CC(=CC=C1)F (1-bromo-3-fluorobenzene). The product is FC=1C=C(C=CC1)C1=C2C(=C3C(CCCN13)=O)N(C(N(C2=O)C)=O)C (5-(3-Fluorophenyl)-1,3-dimethyl-8,9-dihydropyrimido[4,5-a]indolizine-2,4,10(1H,3H,7H)-trione). As a reaction SMILES: [CH3:1][N:2]1[C:7]2=[C:8]3[N:13]([C:14]([C:15]4[CH:16]=[C:17]([CH:20]=[CH:21][CH:22]=4)C#N)=[C:6]2[C:5](=[O:24])[N:4]([CH3:25])[C:3]1=[O:26])[CH2:12][CH2:11][CH2:10][C:9]3=[O:23].BrC1C=CC=C([F:34])C=1>>[F:34][C:17]1[CH:16]=[C:15]([C:14]2[N:13]3[C:8]([C:9](=[O:23])[CH2:10][CH2:11][CH2:12]3)=[C:7]3[N:2]([CH3:1])[C:3](=[O:26])[N:4]([CH3:25])[C:5](=[O:24])[C:6]=23)[CH:22]=[CH:21][CH:20]=1. Procedure: The title compound was prepared analogously to 3-(1,3-dimethyl-2,4,10-trioxo-1,2,3,4,7,8,9,10-octahydropyrimido[4,5-a]indolizin-5-yl)benzonitrile (Example 9 steps 1-7) by replacing 3-bromobenzonitrile (step 3) with 1-bromo-3-fluorobenzene (commercially available). The reactants are C(C)N(C=CC(=O)C=1C=C(C=CC1OC)NC(=O)NC1=C(C=C(C=C1)F)F)CC (1-[3-(3-Diethylamino-acryloyl)-4-methoxy-phenyl]-3-(2,4-difluoro-phenyl)-urea), NN (hydrazine). Solvent: CO.C(C)(=O)O (methanol acetic acid). Product: FC1=C(C=CC(=C1)F)NC(=O)NC1=CC(=C(C=C1)OC)C=1NN=CC1 (1-(2,4-Difluoro-phenyl)-3-[4-methoxy-3-(2H-pyrazol-3-yl)-phenyl]-urea). The yield is 78.1%. RXN SMILES: C([N:3](CC)[CH:4]=[CH:5][C:6]([C:8]1[CH:9]=[C:10]([NH:16][C:17]([NH:19][C:20]2[CH:25]=[CH:24][C:23]([F:26])=[CH:22][C:21]=2[F:27])=[O:18])[CH:11]=[CH:12][C:13]=1[O:14][CH3:15])=O)C.[NH2:30]N>CO.C(O)(=O)C>[F:27][C:21]1[CH:22]=[C:23]([F:26])[CH:24]=[CH:25][C:20]=1[NH:19][C:17]([NH:16][C:10]1[CH:11]=[CH:12][C:13]([O:14][CH3:15])=[C:8]([C:6]2[NH:30][N:3]=[CH:4][CH:5]=2)[CH:9]=1)=[O:18] |f:2.3|. Procedure: To a solution of 1-[3-(3-Diethylamino-acryloyl)-4-methoxy-phenyl]-3-(2,4-difluoro-phenyl)-urea (1.5 g, 3.72 mmole) in methanol/acetic acid (50 mL/2.0 mL) mixture was added hydrazine (0.82 g, 37.22 mmole). The reaction mixture was refluxed at 55 C for 20 hrs. The methanol/acetic acid was evaporated from the reaction mixture and the solid was triturated with ether/methanol. The solid was filtered and washed with ether. Next, the solid was dried in vacuo to furnish a colorless solid (1.0 g, 76%). L... The reactants are Brc1ccccc1, O=C([O-])[O-], Cc1ccccc1, [Cs+], [Cs+], CC(=O)[O-], CC(=O)[O-], O=C1CCCN1, [Pd+2], c1ccc(P(c2ccccc2)c2ccc3ccccc3c2-c2c(P(c3ccccc3)c3ccccc3)ccc3ccccc23)cc1. Product: O=C1CCCN1c1ccccc1. RXN SMILES: [Br:1][c:2]1[cH:3][cH:4][cH:5][cH:6][cH:7]1.[C:60](=[O:61])([O-:62])[O-:63].[CH3:75][c:76]1[cH:77][cH:78][cH:79][cH:80][cH:81]1.[Cs+:64].[Cs+:65].[O-:67][C:68]([CH3:69])=[O:70].[O-:71][C:72]([CH3:73])=[O:74].[O:8]=[C:9]1[CH2:10][CH2:11][CH2:12][NH:13]1.[Pd+2:66].[cH:14]1[cH:15][cH:16][c:17]([P:18]([c:19]2[cH:20][cH:21][c:22]3[c:23]([cH:24][cH:25][cH:26][cH:27]3)[c:28]2-[c:29]2[c:30]3[c:31]([cH:32][cH:33][cH:34][cH:35]3)[cH:36][cH:37][c:38]2[P:39]([c:40]2[cH:41][cH:42][cH:43][cH:44][cH:45]2)[c:46]2[cH:47][cH:48][cH:49][cH:50][cH:51]2)[c:52]2[cH:53][cH:54][cH:55][cH:56][cH:57]2)[cH:58][cH:59]1>>[c:2]1([N:13]2[C:9](=[O:8])[CH2:10][CH2:11][CH2:12]2)[cH:3][cH:4][cH:5][cH:6][cH:7]1. Starting materials: [BH4-], C1CCOC1, CO, COC(=O)C1CN2C(=N1)C(NC(=O)CCc1ccc(Cl)cc1Cl)N=C(c1ccccc1)c1ccccc12, [Li+], O. Yields the product O=C(CCc1ccc(Cl)cc1Cl)NC1N=C(c2ccccc2)c2ccccc2N2CC(CO)N=C12. Reaction SMILES: [BH4-:1].[CH2:43]1[O:44][CH2:45][CH2:46][CH2:47]1.[CH3:40][OH:41].[Cl:3][c:4]1[c:5]([CH2:11][CH2:12][C:13](=[O:14])[NH:15][CH:16]2[C:17]3=[N:35][CH:34]([C:36](=[O:37])[O:38][CH3:39])[CH2:33][N:18]3[c:19]3[c:20]([cH:29][cH:30][cH:31][cH:32]3)[C:21]([c:23]3[cH:24][cH:25][cH:26][cH:27][cH:28]3)=[N:22]2)[cH:6][cH:7][c:8]([Cl:10])[cH:9]1.[Li+:2].[OH2:42]>>[Cl:3][c:4]1[c:5]([CH2:11][CH2:12][C:13](=[O:14])[NH:15][CH:16]2[C:17]3=[N:35][CH:34]([CH2:36][OH:37])[CH2:33][N:18]3[c:19]3[c:20]([cH:29][cH:30][cH:31][cH:32]3)[C:21]([c:23]3[cH:24][cH:25][cH:26][cH:27][cH:28]3)=[N:22]2)[cH:6][cH:7][c:8]([Cl:10])[cH:9]1. Reactants: ice, N[C@@H](C1=CC=CC=C1)C(=O)OC(C)(C)C (H-Phg-OtBu), CC(N=C=NC(C)C)C (DIC), N([C@@H](CSCNC(=O)C)C(=O)O)C(=O)OCC1C2=CC=CC=C2C2=CC=CC=C12 (Fmoc-Cys(Acm)-OH), C=1C=CC2=C(C1)N=NN2O (HOBt). Run in C(Cl)Cl (DCM), C(Cl)Cl (DCM). Reaction conditions: time 1 hour. Yields the product N([C@@H](CSCNC(=O)C)C(=O)N[C@@H](C1=CC=CC=C1)C(=O)OC(C)(C)C)C(=O)OCC1C2=CC=CC=C2C2=CC=CC=C12 (Fmoc-Cys(Acm)-Phg-OtBu). Reaction SMILES: [NH:1]([C:13]([O:15][CH2:16][CH:17]1[C:29]2[C:24](=[CH:25][CH:26]=[CH:27][CH:28]=2)[C:23]2[C:18]1=[CH:19][CH:20]=[CH:21][CH:22]=2)=[O:14])[C@H:2]([C:10](O)=[O:11])[CH2:3][S:4][CH2:5][NH:6][C:7]([CH3:9])=[O:8].C1C=CC2N(O)N=NC=2C=1.[NH2:40][C@H:41]([C:48]([O:50][C:51]([CH3:54])([CH3:53])[CH3:52])=[O:49])[C:42]1[CH:47]=[CH:46][CH:45]=[CH:44][CH:43]=1.CC(C)N=C=NC(C)C>C(Cl)Cl>[NH:1]([C:13]([O:15][CH2:16][CH:17]1[C:18]2[C:23](=[CH:22][CH:21]=[CH:20][CH:19]=2)[C:24]2[C:29]1=[CH:28][CH:27]=[CH:26][CH:25]=2)=[O:14])[C@H:2]([C:10]([NH:40][C@H:41]([C:48]([O:50][C:51]([CH3:54])([CH3:53])[CH3:52])=[O:49])[C:42]1[CH:47]=[CH:46][CH:45]=[CH:44][CH:43]=1)=[O:11])[CH2:3][S:4][CH2:5][NH:6][C:7]([CH3:9])=[O:8]. Procedure details: To a solution of Fmoc-Cys(Acm)-OH (855 mg, 2 mmol) in 4 ml dry DCM at 0° C., HOBt (270 mg, 2 mmol) was added. Then an ice-cold solution of H-Phg-OtBu (415 mg, 2 mmol) in 4 ml of dry DCM was added. Subsequently, DIC (319 μl, 2 mmol) was introduced dropwise. After 1 h at 0° C. and 4 h at 4° C., the solution was evaporated under vacuum. The residue was dissolved in 50 ml EtOAc and washed with sat. aq. NaHCO3, 0.5 M HCl and water. After drying and evaporation of the organic phase, the residue was ch...